This data is from the Open Reaction Database (ORD), a public repository of structured organic reaction records. The task is: describe an organic reaction: reactants, conditions, products, and yield Starting materials: [Br-].NC1=[N+](C2=CC=CC=C2N=C1)CC(=O)C(=O)OCC (2-amino-carbethoxycarbonylmethyl-quinoxalinium bromide). The solvent is C(C)O (ethanol). Product: C1=C(N=C2N1C1=CC=CC=C1N=C2)C(=O)OCC (ethyl imidazo-[1,2-a]-quinoxaline-2-carboxylate). Yield: 88.1%. RXN SMILES: [Br-].[NH2:2][C:3]1[CH:12]=[N:11][C:10]2[C:5](=[CH:6][CH:7]=[CH:8][CH:9]=2)[N+:4]=1[CH2:13][C:14]([C:16]([O:18][CH2:19][CH3:20])=[O:17])=O>C(O)C>[CH:13]1[N:4]2[C:5]3[C:10]([N:11]=[CH:12][C:3]2=[N:2][C:14]=1[C:16]([O:18][CH2:19][CH3:20])=[O:17])=[CH:9][CH:8]=[CH:7][CH:6]=3 |f:0.1|. Procedure details: A suspension of 0.4 g of the product of Step A in 15 ml of ethanol was refluxed for 2 hours and the resulting clear orange solution was concentrated to half its volume. The mixture was filtered to obtain 0.25 g of ethyl imidazo-[1,2-a]-quinoxaline-2-carboxylate as a pale yellow solid which were crystallized from an ether-methanol mixture to obtain the product in the form of soft-white needles melting at 184°-187° C. with decomposition. Starting materials: OC(CO)C1(CCN(CC1)C(=O)OC(C)(C)C)COCC1=CC=CC=C1 ((RS)-1,1-dimethylethyl 4-(1,2-dihydroxyethyl)-4-(phenylmethoxymethyl)-1-piperidinecarboxylate). Reagents/catalysts: [Pd] (palladium on carbon). Run in C(C)O (ethanol), C(C)O (ethanol). Conditions: time 72 hour. Yields the product OCC1(CCN(CC1)C(=O)OC(C)(C)C)C(CO)O ((RS)-1,1-Dimethylethyl 4-Hydroxymethyl-4-(1,2-dihydroxyethyl)-1-piperidinecarboxylate). The yield is 77.0%. RXN SMILES: [OH:1][CH:2]([C:5]1([CH2:18][O:19]CC2C=CC=CC=2)[CH2:10][CH2:9][N:8]([C:11]([O:13][C:14]([CH3:17])([CH3:16])[CH3:15])=[O:12])[CH2:7][CH2:6]1)[CH2:3][OH:4]>[Pd].C(O)C>[OH:19][CH2:18][C:5]1([CH:2]([OH:1])[CH2:3][OH:4])[CH2:6][CH2:7][N:8]([C:11]([O:13][C:14]([CH3:16])([CH3:17])[CH3:15])=[O:12])[CH2:9][CH2:10]1. Procedure details: A slurry of palladium on carbon (10%, 100 mg) in ethanol (10 mL) was added to a solution of (RS)-1,1-dimethylethyl 4-(1,2-dihydroxyethyl)-4-(phenylmethoxymethyl)-1-piperidinecarboxylate (Description 97, 1.05 g, 2.9 mmol) in ethanol (30 mL) and the mixture was shaken under hydrogen (50 psi) for 72 hours. The mixture was filtered through Celite™ and the solvent was evaporated under reduced pressure to give the title compound as a pale oil (615 mg, 77%). m/z (ES+) 276 (M+1). The reactants are C(C)(C)(C)C=1C(=C(C=C(C1)C(C)(C)C)B(O)O)OCOC (3,5-di-tert-butyl-2-methoxymethoxy phenylboronic acid), C(C)(=O)C1=CC2=C(S1)C=CC=C2I (2-acetyl-4-iodo benzo[b]thiophene), C(C)O (ethanol), C(=O)([O-])[O-].[Na+].[Na+] (Na2CO3). The reagents and catalysts are C=1C=CC(=CC1)[P](C=2C=CC=CC2)(C=3C=CC=CC3)[Pd]([P](C=4C=CC=CC4)(C=5C=CC=CC5)C=6C=CC=CC6)([P](C=7C=CC=CC7)(C=8C=CC=CC8)C=9C=CC=CC9)[P](C=1C=CC=CC1)(C=1C=CC=CC1)C=1C=CC=CC1 (Pd(PPh3)4). The solvent is C1(=CC=CC=C1)C (toluene). The product is C(C)(=O)C1=CC2=C(S1)C=CC=C2C2=C(C(=CC(=C2)C(C)(C)C)C(C)(C)C)OCOC (2-acetyl-4-(2-methoxymethoxy-3,5-di-tert-butylphenyl)benzo[b]thiophene). Yield: 70.0%. Reaction SMILES: [C:1]([C:5]1[C:6]([O:18][CH2:19][O:20][CH3:21])=[C:7](B(O)O)[CH:8]=[C:9]([C:11]([CH3:14])([CH3:13])[CH3:12])[CH:10]=1)([CH3:4])([CH3:3])[CH3:2].[C:22]([C:25]1[S:29][C:28]2[CH:30]=[CH:31][CH:32]=[C:33](I)[C:27]=2[CH:26]=1)(=[O:24])[CH3:23].C(O)C.C([O-])([O-])=O.[Na+].[Na+]>C1(C)C=CC=CC=1.C1C=CC([P]([Pd]([P](C2C=CC=CC=2)(C2C=CC=CC=2)C2C=CC=CC=2)([P](C2C=CC=CC=2)(C2C=CC=CC=2)C2C=CC=CC=2)[P](C2C=CC=CC=2)(C2C=CC=CC=2)C2C=CC=CC=2)(C2C=CC=CC=2)C2C=CC=CC=2)=CC=1>[C:22]([C:25]1[S:29][C:28]2[CH:30]=[CH:31][CH:32]=[C:33]([C:7]3[CH:8]=[C:9]([C:11]([CH3:14])([CH3:13])[CH3:12])[CH:10]=[C:5]([C:1]([CH3:4])([CH3:3])[CH3:2])[C:6]=3[O:18][CH2:19][O:20][CH3:21])[C:27]=2[CH:26]=1)(=[O:24])[CH3:23] |f:3.4.5,^1:54,56,75,94|. Reported procedure: A mixture of 620 mg (2.1 mmol) 3,5-di-tert-butyl-2-methoxymethoxy phenylboronic acid, 377 mg (1.24 mmol) of 2-acetyl-4-iodo benzo[b]thiophene, 72 mg (0.105 mmol, 5%) Pd(PPh3)4 6 mL of ethanol, 1.25 mL of Na2CO3 in 8 mL of toluene was heated to reflux for 12 hours. After cooling and work-up, the crude product was purified over a short silica gel plug (eluent: ethyl acetate/hexane: 10/90) to give 368.6 mg (0.868 mmol, yield: 70%) of pure 2-acetyl-4-(2-methoxymethoxy-3,5-di-tert-butylphenyl)benzo[b...